From a dataset of the Open Reaction Database (ORD), a public repository of structured organic reaction records. describe an organic reaction: reactants, conditions, products, and yield Starting materials: CCOC(=O)Cl, CCNC(=O)c1ccc(-n2nnc(C(=O)NCCO)c2COc2cccc(F)c2)cc1, C1CCOC1, O, c1ccncc1. Product: CCNC(=O)c1ccc(-n2nnc(C(=O)NCCOC(=O)OCC)c2COc2cccc(F)c2)cc1. RXN SMILES: [C:32]([O:33][CH2:34][CH3:35])(=[O:36])[Cl:37].[CH2:1]([CH3:2])[NH:3][C:4](=[O:5])[c:6]1[cH:7][cH:8][c:9](-[n:12]2[n:13][n:14][c:15]([C:26](=[O:27])[NH:28][CH2:29][CH2:30][OH:31])[c:16]2[CH2:17][O:18][c:19]2[cH:20][c:21]([F:25])[cH:22][cH:23][cH:24]2)[cH:10][cH:11]1.[CH2:45]1[O:46][CH2:47][CH2:48][CH2:49]1.[OH2:44].[cH:38]1[cH:39][cH:40][n:41][cH:42][cH:43]1>>[CH2:1]([CH3:2])[NH:3][C:4](=[O:5])[c:6]1[cH:7][cH:8][c:9](-[n:12]2[n:13][n:14][c:15]([C:26](=[O:27])[NH:28][CH2:29][CH2:30][O:31][C:32]([O:33][CH2:34][CH3:35])=[O:36])[c:16]2[CH2:17][O:18][c:19]2[cH:20][c:21]([F:25])[cH:22][cH:23][cH:24]2)[cH:10][cH:11]1. The reactants are C=CCNCC(C)C, O=[N+]([O-])c1ccc(S(=O)(=O)Cl)cc1, c1ccncc1. Product: C=CCN(CC(C)C)S(=O)(=O)c1ccc([N+](=O)[O-])cc1. Reaction SMILES: [CH2:1]([CH:2]([CH3:3])[CH3:4])[NH:5][CH2:6][CH:7]=[CH2:8].[N+:9](=[O:10])([O-:11])[c:12]1[cH:13][cH:14][c:15]([S:18](=[O:19])(=[O:20])[Cl:21])[cH:16][cH:17]1.[cH:22]1[cH:23][cH:24][n:25][cH:26][cH:27]1>>[CH2:1]([CH:2]([CH3:3])[CH3:4])[N:5]([CH2:6][CH:7]=[CH2:8])[S:18]([c:15]1[cH:14][cH:13][c:12]([N+:9](=[O:10])[O-:11])[cH:17][cH:16]1)(=[O:19])=[O:20]. Starting materials: C(C)(C)(C)OC(=O)N[C@H]1CN(CC[C@H]1O)C(=O)OCC1=CC=CC=C1 ((3S,4R)-benzyl 3-((tert-butoxycarbonyl)amino)-4-hydroxypiperidine-1-carboxylate). The reagents and catalysts are [Pd] (Pd/C). The solvent is C(C)O (ethanol). Run at time 8 hour. Product: product, C(C)(C)(C)OC(N[C@H]1CNCC[C@H]1O)=O (tert-butyl((3S,4R)-4-hydroxypiperidin-3-yl)carbamate). Yield: 94.2%. Reaction SMILES: [C:1]([O:5][C:6]([NH:8][C@@H:9]1[C@H:14]([OH:15])[CH2:13][CH2:12][N:11](C(OCC2C=CC=CC=2)=O)[CH2:10]1)=[O:7])([CH3:4])([CH3:3])[CH3:2]>C(O)C.[Pd]>[C:1]([O:5][C:6](=[O:7])[NH:8][C@@H:9]1[C@H:14]([OH:15])[CH2:13][CH2:12][NH:11][CH2:10]1)([CH3:4])([CH3:2])[CH3:3]. Procedure details: A solution of (3S,4R)-benzyl 3-((tert-butoxycarbonyl)amino)-4-hydroxypiperidine-1-carboxylate (1.94 g, 5.54 mmol) in ethanol (48 mL) was added to a hydrogenation flask containing 10% Pd/C (0.059 g, 0.554 mmol) that had been evacuated and back-filled with N2 (×3). The flask was again evacuated and then back-filled with H2 (×3). Enough H2 to allow complete reaction was then introduced to a burette and the system closed and the flask allowed to stir under a H2 atmosphere overnight. The reaction mix...